This data is from the Open Reaction Database (ORD), a public repository of structured organic reaction records. The task is: describe an organic reaction: reactants, conditions, products, and yield Reactants: CCC(C)C(NC(=O)OC)C(=O)N1CC(C)CC1c1ncc(-c2ccc3c(c2)COc2cc4c(ccc5nc(C6CC(COC)CN6C(=O)OC(C)(C)C)[nH]c54)cc2-3)[nH]1, COC(=O)NC(C(=O)O)c1ccccc1, CCO, CCN(C(C)C)C(C)C, Cl. Yields the product CCC(C)C(NC(=O)OC)C(=O)N1CC(C)CC1c1ncc(-c2ccc3c(c2)COc2cc4c(ccc5nc(C6CC(COC)CN6C(=O)C(NC(=O)OC)c6ccccc6)[nH]c54)cc2-3)[nH]1. As a reaction SMILES: [CH3:1][O:2][C:3](=[O:4])[NH:5][CH:6]([CH:7]([CH3:8])[CH2:9][CH3:10])[C:11](=[O:12])[N:13]1[CH:14]([c:19]2[nH:20][c:21](-[c:24]3[cH:25][cH:26][c:27]4[c:28]([cH:29]3)[CH2:30][O:31][c:32]3[c:33]-4[cH:34][c:35]4[cH:36][cH:37][c:38]5[c:39]([nH:40][c:41]([CH:43]6[N:44]([C:51](=[O:52])[O:53][C:54]([CH3:55])([CH3:56])[CH3:57])[CH2:45][CH:46]([CH2:48][O:49][CH3:50])[CH2:47]6)[n:42]5)[c:58]4[cH:59]3)[cH:22][n:23]2)[CH2:15][CH:16]([CH3:18])[CH2:17]1.[CH3:60][O:61][C:62](=[O:63])[NH:64][CH:65]([C:66]([OH:67])=[O:68])[c:69]1[cH:70][cH:71][cH:72][cH:73][cH:74]1.[CH3:85][CH2:86][OH:87].[CH:75]([N:76]([CH:77]([CH3:78])[CH3:79])[CH2:80][CH3:81])([CH3:82])[CH3:83].[ClH:84]>>[CH3:1][O:2][C:3](=[O:4])[NH:5][CH:6]([CH:7]([CH3:8])[CH2:9][CH3:10])[C:11](=[O:12])[N:13]1[CH:14]([c:19]2[nH:20][c:21](-[c:24]3[cH:25][cH:26][c:27]4[c:28]([cH:29]3)[CH2:30][O:31][c:32]3[c:33]-4[cH:34][c:35]4[cH:36][cH:37][c:38]5[c:39]([nH:40][c:41]([CH:43]6[N:44]([C:51](=[O:52])[CH:65]([NH:64][C:62]([O:61][CH3:60])=[O:63])[c:69]7[cH:70][cH:71][cH:72][cH:73][cH:74]7)[CH2:45][CH:46]([CH2:48][O:49][CH3:50])[CH2:47]6)[n:42]5)[c:58]4[cH:59]3)[cH:22][n:23]2)[CH2:15][CH:16]([CH3:18])[CH2:17]1.